describe an organic reaction: reactants, conditions, products, and yield From a dataset of the Open Reaction Database (ORD), a public repository of structured organic reaction records. The reactants are CS(=O)(=O)C1=CC=C(C=C1)C=1N=CC(=NC1)O (5-[4-(methylsulfonyl)phenyl]-2-pyrazinol), CC(C)N1N=C(N=N1)N1CCC(CC1)[C@@H](C)O ((1R)-1-{1-[2-(1-methylethyl)-2H-tetrazol-5-yl]-4-piperidinyl}ethanol). The product is CC(C)N1N=C(N=N1)N1CCC(CC1)[C@H](C)OC1=NC=C(N=C1)C1=CC=C(C=C1)S(=O)(=O)C (2-[((1S)-1-{1-[2-(1-Methylethyl)-2H-tetrazol-5-yl]-4-piperidinyl}ethyl)oxy]-5-[4-(methylsulfonyl)phenyl]pyrazine). Isolated yield 58.0%. Reaction SMILES: [CH3:1][S:2]([C:5]1[CH:10]=[CH:9][C:8]([C:11]2[N:12]=[CH:13][C:14]([OH:17])=[N:15][CH:16]=2)=[CH:7][CH:6]=1)(=[O:4])=[O:3].[CH3:18][CH:19]([N:21]1[N:25]=[N:24][C:23]([N:26]2[CH2:31][CH2:30][CH:29]([C@H:32](O)[CH3:33])[CH2:28][CH2:27]2)=[N:22]1)[CH3:20]>>[CH3:20][CH:19]([N:21]1[N:25]=[N:24][C:23]([N:26]2[CH2:31][CH2:30][CH:29]([C@@H:32]([O:17][C:14]3[CH:13]=[N:12][C:11]([C:8]4[CH:7]=[CH:6][C:5]([S:2]([CH3:1])(=[O:3])=[O:4])=[CH:10][CH:9]=4)=[CH:16][N:15]=3)[CH3:33])[CH2:28][CH2:27]2)=[N:22]1)[CH3:18]. Procedure details: The title compound (145 mg, 58%) was prepared from 5-[4-(methylsulfonyl)phenyl]-2-pyrazinol (and tautomers thereof) (prepared as in Example 145, Steps 1-2, 125 mg, 0.5 m mol) and (1R)-1-{1-[2-(1-methylethyl)-2H-tetrazol-5-yl]-4-piperidinyl}ethanol (prepared as in Example 190, Step 3, 120 mg, 0.5 mmol) in a manner similar to Example 190, Step 4. Enantiomeric excess was not determined. 1H NMR (400 MHz, DMSO-d6): 8.91 (d, 1H, J=1.4 Hz), 8.41 (d, 1H, J=1.4 Hz), 8.34-8.26 (m, 2H), 8.07-7.99 (m, 2H), ... Starting materials: C(CC)C=1SC(=CN1)CO (2-propylthiazol-5-yl-methanol), N(=NC(=O)OCC)C(=O)OCC (diethyl azodicarboxylate), C1(=CC=CC=C1)P(C1=CC=CC=C1)C1=CC=CC=C1 (triphenylphosphine), C(CCCCCCCCCC)C=1C=NC(=NC1)C1=CC=C(C=C1)O (4-(5-undecyl-pyrimidin-2-yl)phenol). Run in C1CCOC1 (THF). Reaction conditions: time 24 hour. Yields the product C(CCCCCCCCCC)C=1C=NC(=NC1)C1=CC=C(C=C1)OCC1=CN=C(S1)CCC ((2-Propyl-thiazol-5-yl)methyl 4-(5-undecyl-pyrimidin-2-yl)phenyl ether). Reaction SMILES: N(C(OCC)=O)=NC(OCC)=O.C1(P(C2C=CC=CC=2)C2C=CC=CC=2)C=CC=CC=1.[CH2:32]([C:43]1[CH:44]=[N:45][C:46]([C:49]2[CH:54]=[CH:53][C:52]([OH:55])=[CH:51][CH:50]=2)=[N:47][CH:48]=1)[CH2:33][CH2:34][CH2:35][CH2:36][CH2:37][CH2:38][CH2:39][CH2:40][CH2:41][CH3:42].[CH2:56]([C:59]1[S:60][C:61]([CH2:64]O)=[CH:62][N:63]=1)[CH2:57][CH3:58]>C1COCC1>[CH2:32]([C:43]1[CH:44]=[N:45][C:46]([C:49]2[CH:50]=[CH:51][C:52]([O:55][CH2:64][C:61]3[S:60][C:59]([CH2:56][CH2:57][CH3:58])=[N:63][CH:62]=3)=[CH:53][CH:54]=2)=[N:47][CH:48]=1)[CH2:33][CH2:34][CH2:35][CH2:36][CH2:37][CH2:38][CH2:39][CH2:40][CH2:41][CH3:42]. Reported procedure: A fully reacted mixture of equimolar amounts of diethyl azodicarboxylate and triphenylphosphine in THF is admixed with equimolar amounts of 4-(5-undecyl-pyrimidin-2-yl)phenol and 2-propylthiazol-5-yl-methanol (prepared by LiAlH4 reduction of methyl 2-propylthiazole-5-carboxylate). The mixture is stirred for 24 h at room temperature and then evaporated to dryness under reduced pressure. Purification by chromatography (silica gel, dichloromethane) and recrystallization affords the target compound. Reactants: CC(C)(C)OC([C@@H](NC(=O)C1=C(C=CC=C1)SSC1=C(C=CC=C1)C(=O)N[C@@H](CCCNC(N)=N)C(=O)OC(C)(C)C)CCCNC(N)=N)=O (Dithiobis (2,1-phenylenecarbonyl)bis-L-arginine-bis(1,1-dimethylethyl) ester). The solvent is ClCCl (dichloromethane), FC(C(=O)O)(F)F (trifluoroacetic acid). The product is C1(=C(C=CC=C1)SSC1=C(C=CC=C1)C(=O)N[C@@H](CCCNC(N)=N)C(=O)O)C(=O)N[C@@H](CCCNC(N)=N)C(=O)O (Dithiobis(2,1-phenylenecarbonyl)bis-L-arginine). Isolated yield 59.8%. As a reaction SMILES: CC([O:5][C:6](=[O:50])[C@H:7]([CH2:43][CH2:44][CH2:45][NH:46][C:47](=[NH:49])[NH2:48])[NH:8][C:9]([C:11]1[CH:16]=[CH:15][CH:14]=[CH:13][C:12]=1[S:17][S:18][C:19]1[CH:24]=[CH:23][CH:22]=[CH:21][C:20]=1[C:25]([NH:27][C@H:28]([C:36]([O:38]C(C)(C)C)=[O:37])[CH2:29][CH2:30][CH2:31][NH:32][C:33](=[NH:35])[NH2:34])=[O:26])=[O:10])(C)C>ClCCl.FC(F)(F)C(O)=O>[C:11]1([C:9]([NH:8][C@H:7]([C:6]([OH:50])=[O:5])[CH2:43][CH2:44][CH2:45][NH:46][C:47](=[NH:48])[NH2:49])=[O:10])[CH:16]=[CH:15][CH:14]=[CH:13][C:12]=1[S:17][S:18][C:19]1[CH:24]=[CH:23][CH:22]=[CH:21][C:20]=1[C:25]([NH:27][C@H:28]([C:36]([OH:38])=[O:37])[CH2:29][CH2:30][CH2:31][NH:32][C:33](=[NH:34])[NH2:35])=[O:26]. Reported procedure: This compound was prepared according to the general method of Example 122 using N,N'-[Dithiobis (2,1-phenylenecarbonyl)bis-L-arginine-bis(1,1-dimethylethyl) ester, (1.31 g, 2.0 mmol) from Example 127 in 15 mL of dichloromethane and 15 mL of trifluoroacetic acid. The residue was triturated with ethanol and 1N HCl to yield 0.74 g of the title compound, mp 208°-211° C.; Reactants: C1(=CC=CC2=CC=CC=C12)S(=O)(=O)C1=NNC2=CC=C(C=C12)OCCCOS(=O)(=O)C1=CC=C(C=C1)C (toluene-4-sulfonic acid 3-[3-(naphthalene-1-sulfonyl)-1H-indazol-5-yloxy]-propyl ester), C1(CC1)N (cyclopropylamine). Solvent: C1CCOC1 (THF). Yields the product C1(CC1)NCCCOC=1C=C2C(=NNC2=CC1)S(=O)(=O)C1=CC=CC2=CC=CC=C12 (cyclopropyl-{3-[3-(naphthalene-1-sulfonyl)-1H-indazol-5-yloxy]-propyl}-amine). Reaction SMILES: [C:1]1([S:11]([C:14]2[C:22]3[C:17](=[CH:18][CH:19]=[C:20]([O:23][CH2:24][CH2:25][CH2:26]OS(C4C=CC(C)=CC=4)(=O)=O)[CH:21]=3)[NH:16][N:15]=2)(=[O:13])=[O:12])[C:10]2[C:5](=[CH:6][CH:7]=[CH:8][CH:9]=2)[CH:4]=[CH:3][CH:2]=1.[CH:38]1([NH2:41])[CH2:40][CH2:39]1>C1COCC1>[CH:38]1([NH:41][CH2:26][CH2:25][CH2:24][O:23][C:20]2[CH:21]=[C:22]3[C:17](=[CH:18][CH:19]=2)[NH:16][N:15]=[C:14]3[S:11]([C:1]2[C:10]3[C:5](=[CH:6][CH:7]=[CH:8][CH:9]=3)[CH:4]=[CH:3][CH:2]=2)(=[O:12])=[O:13])[CH2:40][CH2:39]1. Procedure: A solution of toluene-4-sulfonic acid 3-[3-(naphthalene-1-sulfonyl)-1H-indazol-5-yloxy]-propyl ester (0.080 mg, 0.15 mmol) and cyclopropylamine (0.45-0.75 mmol) in THF (10 mL) was stirred at 90° C. for about 2 hours in a sealed tube. After cooling to ambient temperature the reaction mixture was solvent evaporated. It was dissolved in ethyl acetate and washed twice with aqueous sodium bicarbonate. The organic phase was dried over anhydrous magnesium sulfate, filtered and concentrated. The residue...